From a dataset of the Open Reaction Database (ORD), a public repository of structured organic reaction records. describe an organic reaction: reactants, conditions, products, and yield The reactants are CC(c1ncnc(NC2CCC(C(C)(C)C)CC2)c1Cl)S(C)=O, COCCOCCOC, O, Oc1ccc(O)cc1. Yields the product C=Cc1ncnc(NC2CCC(C(C)(C)C)CC2)c1Cl. RXN SMILES: [C:1]([CH3:2])([CH3:3])([CH3:4])[CH:5]1[CH2:6][CH2:7][CH:8]([NH:11][c:12]2[n:13][cH:14][n:15][c:16]([CH:19]([CH3:20])[S:21]([CH3:22])=[O:23])[c:17]2[Cl:18])[CH2:9][CH2:10]1.[CH3:33][O:34][CH2:35][CH2:36][O:37][CH2:38][CH2:39][O:40][CH3:41].[OH2:32].[OH:24][c:25]1[cH:26][cH:27][c:28]([OH:29])[cH:30][cH:31]1>>[C:1]([CH3:2])([CH3:3])([CH3:4])[CH:5]1[CH2:6][CH2:7][CH:8]([NH:11][c:12]2[n:13][cH:14][n:15][c:16]([CH:19]=[CH2:20])[c:17]2[Cl:18])[CH2:9][CH2:10]1.